From a dataset of the Open Reaction Database (ORD), a public repository of structured organic reaction records. describe an organic reaction: reactants, conditions, products, and yield The reactants are C[C@@H]1CNC[C@@H](N1)C, C1=CC(=CC=C1Br)I. The reagents and catalysts are CC(C)(C)[O-].[Na+], CC1(C2=C(C(=CC=C2)P(C3=CC=CC=C3)C4=CC=CC=C4)OC5=C1C=CC=C5P(C6=CC=CC=C6)C7=CC=CC=C7)C, CC(=O)O.CC(=O)O.[Pd]. The solvent is C1COCCO1. Run at temperature 90 celsius. The product is C[C@@H]1CN(C[C@@H](N1)C)C2=CC=C(C=C2)Br. Yield: 61.6%. Procedure: sodium 2-methylpropan-2-olate (4.08 g, 42.42 mmol) was added to (2R,6S)-2,6-dimethylpiperazine (4.84 g, 42.42 mmol) in dioxane (300 mL) at 21°C under nitrogen. Stirred for 5 mins. 1-bromo-4-iodobenzene (8 g, 28.28 mmol) added, followed by diacetoxypalladium (0.635 g, 2.83 mmol) and (9,9-dimethyl-9H-xanthene-4,5-diyl)bis(diphenylphosphine) (3.27 g, 5.66 mmol). Reaction evacuated and refilled with nitrogen several times. Heated at 90C for 18hours. Diluted with ethyl acetate and filtered through ce... The reactants are [BH4-].[Na+] (NaBH4), O (H2O), ClC1=CC(=NC(=C1Cl)Cl)C(Cl)(Cl)Cl (4,5,6-trichloro-2-trichloromethylpyridine), [N-]=[N+]=[N-].[Na+] (NaN3), O (H2O). The solvent is CO (MeOH), CN(C)C=O (DMF). Conditions: temperature 70 celsius, time 0.5 hour. Yields the product NC1=CC(=NC(=C1Cl)Cl)C(Cl)(Cl)Cl (4-amino-5,6-dichloro-2-trichloromethylpyridine). Isolated yield 69.2%. Reaction SMILES: Cl[C:2]1[C:7]([Cl:8])=[C:6]([Cl:9])[N:5]=[C:4]([C:10]([Cl:13])([Cl:12])[Cl:11])[CH:3]=1.[N-:14]=[N+]=[N-].[Na+].O.[BH4-].[Na+]>CN(C=O)C.CO>[NH2:14][C:2]1[C:7]([Cl:8])=[C:6]([Cl:9])[N:5]=[C:4]([C:10]([Cl:13])([Cl:12])[Cl:11])[CH:3]=1 |f:1.2,4.5|. Reported procedure: To a solution of 4,5,6-trichloro-2-trichloromethylpyridine (2 g, 6.7 mmol) in aqueous DMF was added NaN3 (0.5 g, 7.7 mmol). The resulting mixture was heated at 70° C. for 2 hr, added to H2O and extracted (3x) with Et2O. Organic layer was concentrated to yield a white solid, which was dissolved in 10 mL of MeOH. Excess NaBH4 was added and the reaction mixture was stirred at room temperature for 0.5 hr. This material was added to H2O, extracted (3×) with Et2O, dried over MgSO4 and concentrated in ... Reactants: C[Li] (methyllithium), C1CCCCC1 (cyclohexane), C1CCOC1 (THF). Yields the product [Li]C (MeLi), C1CCOC1.[Li]C (THF MeLi). Reaction SMILES: [CH3:1][Li:2].C1CCCCC1.[CH2:9]1[CH2:13][O:12][CH2:11][CH2:10]1>>[Li:2][CH3:1].[CH2:9]1[CH2:13][O:12][CH2:11][CH2:10]1.[Li:2][CH3:1] |f:4.5|. Reported procedure: In a further experiment (see Table I - Exp. No. 3), an attempt to dissolve solid methyllithium with cyclohexane containing two equivalents of THF resulted in a sparingly soluble product (MeLi=0.20 M -THF/MeLi=18.5 mole ratio) which precipitated (clear solution=0.13 M ) overnight in the refrigreator at 0° C. In the final experiment (see Table I - Exp. No. 4) an attempt to dissolve solid methyllithium with toluene containing two equivalents of diethyl ether (Et2O) also resulted in a slightly solub... Starting materials: C1(=CC=CC=C1)O (phenol), C=O (formaldehyde), C(C1=CC=CC=C1)(=O)O (benzoic acid), N1=C(N)N=C(N)N=C1N (melamine). Reaction conditions: temperature 80 celsius, time 60 minute. The product is N1=C(N)N=C(N)N=C1N.C=O.C1(=CC=CC=C1)O (Melamine Phenol-Formaldehyde). Reaction SMILES: [C:1]1([OH:7])[CH:6]=[CH:5][CH:4]=[CH:3][CH:2]=1.C(O)(=O)C1C=CC=CC=1.[N:17]1[C:24]([NH2:25])=[N:23][C:21]([NH2:22])=[N:20][C:18]=1[NH2:19].C=O>>[N:17]1[C:24]([NH2:25])=[N:23][C:21]([NH2:22])=[N:20][C:18]=1[NH2:19].[CH2:1]=[O:7].[C:1]1([OH:7])[CH:6]=[CH:5][CH:4]=[CH:3][CH:2]=1 |f:4.5.6|. Procedure: The process for Example 1 was initiated by charging 546.0 grams (g) phenol (5.80 moles), 1.1 g benzoic acid (0.2% of phenol), and 79.1 g melamine (0.63 moles) into a reaction vessel to form a reaction mixture. The reaction mixture was heated to 80° C., and 55.8 g of 50.4% aqueous formaldehyde (60% of total charge) was added over 40 minutes. The reaction mixture was atmospherically distilled while heating to 123° C., and then maintaining the 123° C. temperature for 2 hours, followed by reducing t... Starting materials: C=1(C(=CC=CC1)NC=1SC=C(N1)C(=O)OCC)C (ethyl 2-o-toluidinothiazole-4-carboxylate), [H-].[Al+3].[Li+].[H-].[H-].[H-] (lithium aluminum hydride). The solvent is O1CCCC1 (tetrahydrofuran). Yields the product C=1(C(=CC=CC1)NC=1SC=C(N1)CO)C (2-o-Toluidinothiazol-4-ylmethanol). Reaction SMILES: [C:1]1([CH3:18])[C:2]([NH:7][C:8]2[S:9][CH:10]=[C:11]([C:13](OCC)=[O:14])[N:12]=2)=[CH:3][CH:4]=[CH:5][CH:6]=1.[H-].[Al+3].[Li+].[H-].[H-].[H-]>O1CCCC1>[C:1]1([CH3:18])[C:2]([NH:7][C:8]2[S:9][CH:10]=[C:11]([CH2:13][OH:14])[N:12]=2)=[CH:3][CH:4]=[CH:5][CH:6]=1 |f:1.2.3.4.5.6|. Procedure: Following a procedure similar to that described in Preparation 15, the desired compound was prepared from 10 g of ethyl 2-o-toluidinothiazole-4-carboxylate, 2.9 g of lithium aluminum hydride and 200 ml of tetrahydrofuran. The resulting product was a brown oil having the following physical properties. Starting materials: CCOc1cc(CO)cc(OCC)c1N, CN(C)C=O, O=[Mn]=O. Product: CCOc1cc(C=O)cc(OCC)c1N. Reaction SMILES: [NH2:1][c:2]1[c:3]([O:13][CH2:14][CH3:15])[cH:4][c:5]([CH2:11][OH:12])[cH:6][c:7]1[O:8][CH2:9][CH3:10].[O:16]=[CH:17][N:18]([CH3:19])[CH3:20].[O:21]=[Mn:22]=[O:23]>>[NH2:1][c:2]1[c:3]([O:13][CH2:14][CH3:15])[cH:4][c:5]([CH:11]=[O:12])[cH:6][c:7]1[O:8][CH2:9][CH3:10]. Starting materials: C(C)(C)(C)OC(NCCOC1=CC(=C(C=C1)F)C(C#N)CC1=CC=CC=C1)=O ({2-[3-(benzyl-cyano-methyl)-4-fluoro-phenoxy]-ethyl}-carbamic acid tert-butyl ester), Cl (hydrochloric acid). The solvent is O1CCOCC1 (dioxane). Yields the product NCCOC=1C=CC(=C(C1)C(C#N)CC1=CC=CC=C1)F (2-[5-(2-Amino-ethoxy)-2-fluoro-phenyl]-3-phenyl-propionitrile). As a reaction SMILES: C(OC(=O)[NH:7][CH2:8][CH2:9][O:10][C:11]1[CH:16]=[CH:15][C:14]([F:17])=[C:13]([CH:18]([CH2:21][C:22]2[CH:27]=[CH:26][CH:25]=[CH:24][CH:23]=2)[C:19]#[N:20])[CH:12]=1)(C)(C)C.Cl>O1CCOCC1>[NH2:7][CH2:8][CH2:9][O:10][C:11]1[CH:16]=[CH:15][C:14]([F:17])=[C:13]([CH:18]([CH2:21][C:22]2[CH:23]=[CH:24][CH:25]=[CH:26][CH:27]=2)[C:19]#[N:20])[CH:12]=1. Procedure: To {2-[3-(benzyl-cyano-methyl)-4-fluoro-phenoxy]-ethyl}-carbamic acid tert-butyl ester (7 g, 18.21 mmol) was added 25 ml of a 4 N hydrochloric acid solution in dioxane and stirred at room temperature over night. Solvents were evaporated, 2 N sodium hydroxide was added, which was extracted twice with dichloromethane. The organic layer was dried over sodium sulfate, filtered and concentrated to obtain the free amine as a brown oil. Reactants: C1=CC=C(C=C1)P(C2=CC=CC=C2)C3=CC=CC=C3 (PPh3), N(=NC(=O)OCC)C(=O)OCC (diethyl azodicarboxylate), O[C@@H](CC(=O)OC)C (methyl 3(R)-hydroxybutanoate), S1C(=CC=C1)CC(=O)O (thiolacetic acid). Solvent: C1CCOC1 (THF), C1CCOC1 (THF). Reaction conditions: temperature -23 celsius, time 16 hour. Product: C(C)(=O)S[C@H](CC(=O)OC)C (Methyl 3(S)-(acetylthio)butanoate). As a reaction SMILES: C1C=CC(P(C2C=CC=CC=2)C2C=CC=CC=2)=CC=1.N(C(OCC)=O)=NC([O:24][CH2:25][CH3:26])=O.O[C@H:33]([CH3:39])[CH2:34][C:35]([O:37][CH3:38])=[O:36].[S:40]1C=CC=C1CC(O)=O>C1COCC1>[C:25]([S:40][C@@H:33]([CH3:39])[CH2:34][C:35]([O:37][CH3:38])=[O:36])(=[O:24])[CH3:26]. Reported procedure: To a -23° C. solution of PPh3 (40 mmol, 10.48 g) in THF (100 mL) was added diethyl azodicarboxylate (40 mmol, 6.28 mL) dropwise and the mixture was stirred at -23° C. for 16 hours, during which time a white precipitate was obtained. A THF (30 mL) solution of methyl 3(R)-hydroxybutanoate (20 mm, 2.36 g) and thiolacetic acid (20 mmol, 2.85 mL) was slowly added and the mixture was allowed to slowly warm to 25° C. and was stirred 16 h at 25° C. Most THF was removed in vacuo and EtOAc (10 mL) and hex... Starting materials: C1(CCCC1)C1=NC2=CC=C(C=C2C(=C1C#N)O)C(F)(F)F (2-cyclopentyl-4-hydroxy-6-trifluoromethyl-quinoline-3-carbonitrile), P(Br)(Br)Br (phosphorus tribromide). The solvent is CN(C)C=O (DMF). Conditions: time 20 hour. Product: BrC1=C(C(=NC2=CC=C(C=C12)C(F)(F)F)C1CCCC1)C#N (4-Bromo-2-cyclopentyl-6-trifluoromethyl-quinoline-3-carbonitrile). The yield is 76.8%. Reaction SMILES: [CH:1]1([C:6]2[C:15]([C:16]#[N:17])=[C:14](O)[C:13]3[C:8](=[CH:9][CH:10]=[C:11]([C:19]([F:22])([F:21])[F:20])[CH:12]=3)[N:7]=2)[CH2:5][CH2:4][CH2:3][CH2:2]1.P(Br)(Br)[Br:24]>CN(C=O)C>[Br:24][C:14]1[C:13]2[C:8](=[CH:9][CH:10]=[C:11]([C:19]([F:22])([F:21])[F:20])[CH:12]=2)[N:7]=[C:6]([CH:1]2[CH2:5][CH2:4][CH2:3][CH2:2]2)[C:15]=1[C:16]#[N:17]. Procedure details: To a solution of 2-cyclopentyl-4-hydroxy-6-trifluoromethyl-quinoline-3-carbonitrile (200 mg, 490 μmol) in DMF (2.00 ml) was added phosphorus tribromide (1.47 ml, 1.47 mmol) dropwise at 0° C. The reaction mixture was allowed to reach room temperature and stirring was continued for 20 h. The mixture was concentrated in vacuo and the remaining residue was poured on water. The mixture was extracted with EtOAc and the combined extracts were dried with Na2SO4 and evaporated. The resulting yellow solid... The reactants are CCC(=O)N1C(=O)OCC1Cc1ccccc1, CCN(C(C)C)C(C)C, CC(C)(C)OC(=O)N1C(C=O)COC1(C)C, ClCCl. Product: CC(C(=O)N1C(=O)OCC1Cc1ccccc1)C(O)C1COC(C)(C)N1C(=O)OC(C)(C)C. RXN SMILES: [CH2:1]([c:2]1[cH:3][cH:4][cH:5][cH:6][cH:7]1)[CH:8]1[N:9]([C:14]([CH2:15][CH3:16])=[O:17])[C:10](=[O:13])[O:11][CH2:12]1.[CH:18]([N:19]([CH2:20][CH3:21])[CH:22]([CH3:23])[CH3:24])([CH3:25])[CH3:26].[CH:27](=[O:28])[CH:29]1[N:30]([C:36](=[O:37])[O:38][C:39]([CH3:40])([CH3:41])[CH3:42])[C:31]([CH3:34])([CH3:35])[O:32][CH2:33]1.[Cl:43][CH2:44][Cl:45]>>[CH2:1]([c:2]1[cH:3][cH:4][cH:5][cH:6][cH:7]1)[CH:8]1[N:9]([C:14]([CH:15]([CH3:16])[CH:27]([OH:28])[CH:29]2[N:30]([C:36](=[O:37])[O:38][C:39]([CH3:40])([CH3:41])[CH3:42])[C:31]([CH3:34])([CH3:35])[O:32][CH2:33]2)=[O:17])[C:10](=[O:13])[O:11][CH2:12]1.